From a dataset of the Open Reaction Database (ORD), a public repository of structured organic reaction records. describe an organic reaction: reactants, conditions, products, and yield The solvent is ClCCl (dichloromethane). The product is C(C)[C@@H]1[C@@H]([C@]2(C)[C@@H](C1)[C@@H]1CCC3=CC(CC[C@@H]3[C@H]1CC2)=O)OC(COC(CC(C)=O)=O)=O (16β-Ethyl-17β-(3-oxobutyryl)oxyacetoxy-4-estren-3-one). Reaction SMILES: [CH2:1]([C@H:3]1[CH2:8][C@H:7]2[C@H:9]3[C@H:18]([CH2:19][CH2:20][C@:5]2([CH3:6])[C@H:4]1[O:22][C:23](=[O:26])[CH2:24][OH:25])[C@@H:17]1[C:12](=[CH:13][C:14](=[O:21])[CH2:15][CH2:16]1)[CH2:11][CH2:10]3)[CH3:2].C([O-])(=O)C.[Na+].[CH2:32]=[C:33]1[O:37][C:35](=[O:36])[CH2:34]1.C(OCC)(=O)C>ClCCl>[CH2:1]([C@H:3]1[CH2:8][C@H:7]2[C@H:9]3[C@H:18]([CH2:19][CH2:20][C@:5]2([CH3:6])[C@H:4]1[O:22][C:23](=[O:26])[CH2:24][O:25][C:35](=[O:36])[CH2:34][C:33](=[O:37])[CH3:32])[C@@H:17]1[C:12](=[CH:13][C:14](=[O:21])[CH2:15][CH2:16]1)[CH2:11][CH2:10]3)[CH3:2] |f:1.2|. Reported procedure: In 30 ml of dichloromethane is dissolved 0.8 g of 16β-ethyl-17β-glycoloyloxy-4-estren-3-one, and 0.24 g of anhydrous sodium acetate and 0.3 ml of diketene are added. The mixture is refluxed for 4 hours. After cooling, 100 ml of ethyl acetate is added and the mixture is washed with water and saturated aqueous sodium chloride solution and dried over anhydrous magnesium sulfate. The solvent is then distilled off under reduced pressure and the residue is subjected to column chromatography. Following... Reactants: C(C)[C@@H]1[C@@H]([C@]2(C)[C@@H](C1)[C@@H]1CCC3=CC(CC[C@@H]3[C@H]1CC2)=O)OC(CO)=O (16β-ethyl-17β-glycoloyloxy-4-estren-3-one), C(C)(=O)[O-].[Na+] (sodium acetate), C=C1CC(=O)O1 (diketene), C(C)(=O)OCC (ethyl acetate). Reactants: Br, Clc1cc(OCCOCCc2ccccc2)ccc1OCc1ccccc1, CC(=O)O. Yields the product Oc1ccc(OCCOCCc2ccccc2)cc1Cl. Reaction SMILES: [BrH:28].[CH2:1]([c:2]1[cH:3][cH:4][cH:5][cH:6][cH:7]1)[O:8][c:9]1[c:10]([Cl:27])[cH:11][c:12]([O:15][CH2:16][CH2:17][O:18][CH2:19][CH2:20][c:21]2[cH:22][cH:23][cH:24][cH:25][cH:26]2)[cH:13][cH:14]1.[CH3:29][C:30](=[O:31])[OH:32]>>[OH:8][c:9]1[c:10]([Cl:27])[cH:11][c:12]([O:15][CH2:16][CH2:17][O:18][CH2:19][CH2:20][c:21]2[cH:22][cH:23][cH:24][cH:25][cH:26]2)[cH:13][cH:14]1. Starting materials: ClCCCC(C1=CC=C(C=C1)F)C1=CC=C(C=C1)F (1-chloro-4,4-bis(4-fluorophenyl)-butane), ClC1=CC2=C(N(C(N2)=O)C2CCNCC2)C=C1Cl (5,6-dichloro-1,3-dihydro-1-(4-piperidinyl)-2H-benzimidazol-2-one), C([O-])([O-])=O.[Na+].[Na+] (sodium carbonate), CC(CC(C)=O)C (4-methyl-2-pentanone). Run in O (water), O (water). Product: CC(C)[O-].N1C(NC2=C1C=CC=C2)=O (1,3 -dihydro-2H-benzimidazol-2-one 2-propanolate). As a reaction SMILES: ClCCCC(C1C=CC(F)=CC=1)C1C=CC(F)=CC=1.Cl[C:21]1[C:36](Cl)=[CH:35][C:24]2[N:25](C3CCNCC3)[C:26](=[O:28])[NH:27][C:23]=2[CH:22]=1.C(=O)([O-])[O-].[Na+].[Na+].CC(C)[CH2:46][C:47](=[O:49])[CH3:48]>O>[CH3:46][CH:47]([O-:49])[CH3:48].[NH:25]1[C:24]2[CH:35]=[CH:36][CH:21]=[CH:22][C:23]=2[NH:27][C:26]1=[O:28] |f:2.3.4,7.8|. Reported procedure: A mixture of 7 parts of 1-chloro-4,4-bis(4-fluorophenyl)-butane, 5.75 parts of 5,6-dichloro-1,3-dihydro-1-(4-piperidinyl)-2H-benzimidazol-2-one, 8 parts of sodium carbonate and 100 parts of 4-methyl-2-pentanone is stirred and refluxed for 12 hours with water-separator. The reaction mixture is cooled to room temperature and water is added. The organic layer is separated, dried, filtered and evaporated. The oily residue is purified by column-chromatography over silicagel, using a mixture of trichl... Reactants: COC1=CC=C(C=C1)C1=CC2=C(S1)C=CC=C2 (2-(4-methoxyphenyl)benzo[b]thiophene), Cl.N1(CCCCCC1)CCOC1=CC=C(C(=O)O)C=C1 (4-[2-(hexahydro-1H-azepin-1-yl)ethoxy]benzoic acid hydrochloride), C(C)(C)O (isopropanol). The solvent is C(Cl)Cl (CH2Cl2). Yields the product COC1=CC=C(C=C1)C1=C(C2=C(S1)C=CC=C2)C(=O)C2=CC=C(C=C2)OCCN2CCCCCC2 (4-[2-(Hexahydro-1H-azepin-1-yl)ethoxy]phenyl 2-(4-Methoxyphenyl)benzo[b]thiophen-3-yl Ketone). The yield is 35.0%. As a reaction SMILES: [CH3:1][O:2][C:3]1[CH:8]=[CH:7][C:6]([C:9]2[S:13][C:12]3[CH:14]=[CH:15][CH:16]=[CH:17][C:11]=3[CH:10]=2)=[CH:5][CH:4]=1.Cl.[N:19]1([CH2:26][CH2:27][O:28][C:29]2[CH:37]=[CH:36][C:32]([C:33](O)=[O:34])=[CH:31][CH:30]=2)[CH2:25][CH2:24][CH2:23][CH2:22][CH2:21][CH2:20]1.C(O)(C)C>C(Cl)Cl>[CH3:1][O:2][C:3]1[CH:8]=[CH:7][C:6]([C:9]2[S:13][C:12]3[CH:14]=[CH:15][CH:16]=[CH:17][C:11]=3[C:10]=2[C:33]([C:32]2[CH:31]=[CH:30][C:29]([O:28][CH2:27][CH2:26][N:19]3[CH2:25][CH2:24][CH2:23][CH2:22][CH2:21][CH2:20]3)=[CH:37][CH:36]=2)=[O:34])=[CH:5][CH:4]=1 |f:1.2|. Procedure: By essentially following the procedure detailed in Example 1, Part C, the title compound was prepared from 2-(4-methoxyphenyl)benzo[b]thiophene (Example 3; Part A) and 4-[2-(hexahydro-1H-azepin-1-yl)ethoxy]benzoic acid hydrochloride in 35% yield as an oil following radial chromatography (SiO2; gradient of 1-10% isopropanol in CH2Cl2). Starting materials: CCOc1ccc(C(C)=O)cc1C(=O)O, CN(C)C=O, O=C(Cl)C(=O)Cl, ClCCl, Cc1cccc(C(N)=O)c1N, c1ccncc1. The product is CCOc1ccc(C(C)=O)cc1C(=O)Nc1c(C)cccc1C(N)=O. As a reaction SMILES: [C:7]([CH3:8])(=[O:9])[c:10]1[cH:11][cH:12][c:13]([O:19][CH2:20][CH3:21])[c:14]([C:15](=[O:16])[OH:17])[cH:18]1.[CH3:22][N:23]([CH3:24])[CH:25]=[O:26].[Cl:1][C:2]([C:3]([Cl:4])=[O:5])=[O:6].[Cl:38][CH2:39][Cl:40].[NH2:27][c:28]1[c:29]([C:30](=[O:31])[NH2:32])[cH:33][cH:34][cH:35][c:36]1[CH3:37].[cH:41]1[cH:42][cH:43][n:44][cH:45][cH:46]1>>[C:7]([CH3:8])(=[O:9])[c:10]1[cH:11][cH:12][c:13]([O:19][CH2:20][CH3:21])[c:14]([C:15](=[O:17])[NH:27][c:28]2[c:29]([C:30](=[O:31])[NH2:32])[cH:33][cH:34][cH:35][c:36]2[CH3:37])[cH:18]1. The reactants are O=C([O-])O, O=CNc1nc(C(=O)C(=O)O)cs1, Cl, NOCC(N)=O, [Na+], O. The product is NC(=O)CON=C(C(=O)O)c1csc(NC=O)n1. Reaction SMILES: [C:14](=[O:15])([OH:16])[O-:17].[CH:1](=[O:2])[NH:3][c:4]1[s:5][cH:6][c:7]([C:9]([C:10](=[O:11])[OH:12])=[O:13])[n:8]1.[ClH:25].[NH2:19][O:20][CH2:21][C:22](=[O:23])[NH2:24].[Na+:18].[OH2:26]>>[CH:1](=[O:2])[NH:3][c:4]1[s:5][cH:6][c:7]([C:9]([C:10](=[O:11])[OH:12])=[N:19][O:20][CH2:21][C:22](=[O:23])[NH2:24])[n:8]1. The reactants are BrC1=CC=C(O1)C=C1C(NC2=CC=C(C=C12)Cl)=O (3-((5-bromofuran-2-yl)methylene)-5-chloroindolin-2-one), C(=O)([O-])[O-].[Cs+].[Cs+] (Cs2CO3), CN(C1=CC=C(C=N1)B(O)O)C (6-(dimethylamino)pyridin-3-ylboronic acid). Run in O1CCOCC1.O (dioxane water). Reaction conditions: temperature 120 celsius. Yields the product ClC=1C=C2C(C(NC2=CC1)=O)=CC=1OC(=CC1)C=1C=NC(=CC1)N(C)C (5-chloro-3-((5-(6-(dimethylamino)pyridin-3-yl)furan-2-yl)methylene)indolin-2-one). RXN SMILES: Br[C:2]1[O:6][C:5]([CH:7]=[C:8]2[C:16]3[C:11](=[CH:12][CH:13]=[C:14]([Cl:17])[CH:15]=3)[NH:10][C:9]2=[O:18])=[CH:4][CH:3]=1.C([O-])([O-])=O.[Cs+].[Cs+].[CH3:25][N:26]([CH3:36])[C:27]1[N:32]=[CH:31][C:30](B(O)O)=[CH:29][CH:28]=1>O1CCOCC1.O>[Cl:17][C:14]1[CH:15]=[C:16]2[C:11](=[CH:12][CH:13]=1)[NH:10][C:9](=[O:18])[C:8]2=[CH:7][C:5]1[O:6][C:2]([C:30]2[CH:31]=[N:32][C:27]([N:26]([CH3:36])[CH3:25])=[CH:28][CH:29]=2)=[CH:3][CH:4]=1 |f:1.2.3,5.6|. Procedure details: To 3-((5-bromofuran-2-yl)methylene)-5-chloroindolin-2-one (50 mg, 0.155 mmol) in dioxane/water (5% water) was added Cs2CO3 (152 mg, 0.466 mmol) and 6-(dimethylamino)pyridin-3-ylboronic acid (34 mg, 0.186 mmol). The mixture was degassed with nitrogen for 5 minutes then heated in microwave for 20 minutes at 120° C. The solution was diluted with water and the solid formed was isolated by filtration. The solid was purified by HPLC to yield 5-chloro-3-((5-(6-(dimethylamino)pyridin-3-yl)furan-2-yl)met... Reactants: COC1=C(C=CC(=C1)CNCCCNCCCCNCCCN)O.C(C)OC(C)OCN1C(CCC1)=O (dl-5 [1-(ethoxy)ethoxymethyl]-2-pyrrolidone), [H-].[Na+] (sodium hydride), CN(C=O)C (dimethylformamide), CN(C=O)C (dimethylformamide), S(=O)(=O)([O-])[O-].[NH4+].[NH4+] (ammonium sulfate), CCOCC (ether). Run at time 20 minute. Yields the product COC1=C(C=CC(=C1)CNCCCNCCCCNCCCN)O.C(C)OC(C)OCC1C(N(CC1)CCCCCCC(=O)OC)=O (dl-5 [1-(Ethoxy)ethoxymethyl]-1-(6-methoxycarbonylhexyl)-2-pyrrolidone). Reaction SMILES: [CH3:1][O:2][C:3]1[CH:8]=[C:7]([CH2:9][NH:10][CH2:11][CH2:12][CH2:13][NH:14][CH2:15][CH2:16][CH2:17][CH2:18][NH:19][CH2:20][CH2:21][CH2:22][NH2:23])[CH:6]=[CH:5][C:4]=1[OH:24].C(OC(O[CH2:31][N:32]1[CH2:36][CH2:35][CH2:34][C:33]1=[O:37])C)C.[H-].[Na+].[CH3:40][CH2:41][O:42][CH2:43][CH3:44].S([O-])([O-])(=O)=[O:46].[NH4+].[NH4+].CN(C)[CH:54]=[O:55]>>[CH3:1][O:2][C:3]1[CH:8]=[C:7]([CH2:9][NH:10][CH2:11][CH2:12][CH2:13][NH:14][CH2:15][CH2:16][CH2:17][CH2:18][NH:19][CH2:20][CH2:21][CH2:22][NH2:23])[CH:6]=[CH:5][C:4]=1[OH:24].[CH2:41]([O:42][CH:43]([O:55][CH2:54][CH:34]1[CH2:35][CH2:36][N:32]([CH2:31][CH2:4][CH2:5][CH2:6][CH2:7][CH2:8][C:3]([O:2][CH3:1])=[O:46])[C:33]1=[O:37])[CH3:44])[CH3:40] |f:0.1,2.3,5.6.7,9.10|. Procedure details: A solution of 5.98 g of dl-5-[1-(ethoxy)ethoxymethyl]-2-pyrrolidone in 8 ml of dimethylformamide is added gradually to a mixture of 40 ml of dimethylformamide, 1.24 g of 65% sodium hydride (an oil dispersion; washed with n-hexane) and 6.41 g of potassium iodide. The addition is carried out in nitrogen gas under ice-cooling and stirring. The solution is stirred at room temperature for 2 hours and then at 50° C. for 20 minutes. After the solution is cooled to room temperature, 8.6 g of methyl 7-br...